This data is from the Open Reaction Database (ORD), a public repository of structured organic reaction records. The task is: describe an organic reaction: reactants, conditions, products, and yield The reactants are C(C)(C)OC([O-])=O.C[N+](C)(C)C (tetramethylammonium isopropylcarbonate). Run in O (water). Conditions: time 3 hour. Product: C(O)([O-])=O.C[N+](C)(C)C (Tetramethylammonium hydrogencarbonate). Reaction SMILES: C([O:4][C:5](=[O:7])[O-:6])(C)C.[CH3:8][N+:9]([CH3:12])([CH3:11])[CH3:10]>O>[C:5](=[O:4])([O-:7])[OH:6].[CH3:8][N+:9]([CH3:12])([CH3:11])[CH3:10] |f:0.1,3.4|. Reported procedure: 88.5 g of tetramethylammonium isopropylcarbonate and 45.0 g of water were introduced in the same reactor as used in Preparation Example 1 and heated with stirring. After the temperature reached 120° C., the reaction was continued for 3 hours at 120° C. Tetramethylammonium hydrogencarbonate was obtained in a yield of 95.0 mol %. Conditions: time 60 hour. The reactants are C(CCC)N1C(N(C(C=2NC(=NC12)Cl)=O)CCCCC(=O)OCC)=O (ethyl 5-(3-butyl-8-chloro-2,6-dioxo-2,3,6,7-tetrahydro-1H-purin-1-yl)pentanoate), [Li+].[OH-] (LiOH), O (water), CO (methanol), O (water). As a reaction SMILES: [CH2:1]([N:5]1[C:13]2[N:12]=[C:11]([Cl:14])[NH:10][C:9]=2[C:8](=[O:15])[N:7]([CH2:16][CH2:17][CH2:18][CH2:19][C:20]([O:22]CC)=[O:21])[C:6]1=[O:25])[CH2:2][CH2:3][CH3:4].[Li+].[OH-].O.CO>CCOC(C)=O>[CH2:1]([N:5]1[C:13]2[N:12]=[C:11]([Cl:14])[NH:10][C:9]=2[C:8](=[O:15])[N:7]([CH2:16][CH2:17][CH2:18][CH2:19][C:20]([OH:22])=[O:21])[C:6]1=[O:25])[CH2:2][CH2:3][CH3:4] |f:1.2|. Run in CCOC(=O)C (EtOAc). Yields the product C(CCC)N1C(N(C(C=2NC(=NC12)Cl)=O)CCCCC(=O)O)=O (5-(3-Butyl-8-chloro-2,6-dioxo-2,3,6,7-tetrahydro-1H-purin-1-yl)pentanoic acid). The yield is 84.2%. Reported procedure: A mixture of ethyl 5-(3-butyl-8-chloro-2,6-dioxo-2,3,6,7-tetrahydro-1H-purin-1-yl)pentanoate (2.8 g, 7.55 mmol), LiOH (542 mg, 22.7 mmol), water (2.5 ml) and methanol (50 ml) was stirred at rt for 60 h. The mixture was portioned between water and EtOAc and the pH of the aqueous phase adjusted to pH 4-5. The organic layer was separated, washed with brine, dried (MgSO4) and evaporated to give the title compound as a white solid (2.18 g). Reactants: ClC1=CC=C(C(=O)OC2CCN(CC2)CC2=CC=C(C=C2)Cl)C=C1 (1-(4-chloro-benzyl)-piperidin-4-yl 4-chloro-benzoate). The solvent is CCOCC (ether). Yields the product Cl.ClC1=CC=C(C(=O)OC2CCN(CC2)CC2=CC=C(C=C2)Cl)C=C1 (1-(4-chloro-benzyl)-piperidin-4-yl 4-chloro-benzoate hydrochloride). The yield is 169.7%. RXN SMILES: [Cl:1][C:2]1[CH:24]=[CH:23][C:5]([C:6]([O:8][CH:9]2[CH2:14][CH2:13][N:12]([CH2:15][C:16]3[CH:21]=[CH:20][C:19]([Cl:22])=[CH:18][CH:17]=3)[CH2:11][CH2:10]2)=[O:7])=[CH:4][CH:3]=1>CCOCC>[ClH:1].[Cl:1][C:2]1[CH:3]=[CH:4][C:5]([C:6]([O:8][CH:9]2[CH2:10][CH2:11][N:12]([CH2:15][C:16]3[CH:17]=[CH:18][C:19]([Cl:22])=[CH:20][CH:21]=3)[CH2:13][CH2:14]2)=[O:7])=[CH:23][CH:24]=1 |f:2.3|. Procedure details: 0.182 g (0.0005 mol) of 1-(4-chloro-benzyl)-piperidin-4-yl 4-chloro-benzoate was dissolved in 15 ml of ether, filtered, diluted with 0.5 ml of methanol and treated with 5 ml of 1N ethereal HCI. The separated precipitate was filtered off and dried. 0.17 g (85%) of 1-(4-chloro-benzyl)-piperidin-4-yl 4-chloro-benzoate hydrochloride (1:1) was obtained as white crystals; m.p. 235°-237°.